Dataset: the Open Reaction Database (ORD), a public repository of structured organic reaction records. Task: describe an organic reaction: reactants, conditions, products, and yield The reactants are CCCCc1nn(-c2ccc([N+](=O)[O-])cc2C(F)(F)F)c(=O)n1Cc1ccc(-c2ccccc2S(=O)(=O)NC(=O)OC(C)(C)C)cc1, C1CCOC1, [Cl-], Cl, [Na+], [OH-]. Yields the product CCCCc1nn(-c2ccc(N)cc2C(F)(F)F)c(=O)n1Cc1ccc(-c2ccccc2S(=O)(=O)NC(=O)OC(C)(C)C)cc1. RXN SMILES: [C:1]([CH3:2])([CH3:3])([CH3:4])[O:5][C:6](=[O:7])[NH:8][S:9](=[O:10])(=[O:11])[c:12]1[c:13](-[c:18]2[cH:19][cH:20][c:21]([CH2:24][n:25]3[c:26](=[O:47])[n:27](-[c:34]4[c:35]([C:43]([F:44])([F:45])[F:46])[cH:36][c:37]([N+:40]([O-:41])=[O:42])[cH:38][cH:39]4)[n:28][c:29]3[CH2:30][CH2:31][CH2:32][CH3:33])[cH:22][cH:23]2)[cH:14][cH:15][cH:16][cH:17]1.[CH2:52]1[O:53][CH2:54][CH2:55][CH2:56]1.[Cl-:48].[ClH:49].[Na+:51].[OH-:50]>>[C:1]([CH3:2])([CH3:3])([CH3:4])[O:5][C:6](=[O:7])[NH:8][S:9](=[O:10])(=[O:11])[c:12]1[c:13](-[c:18]2[cH:19][cH:20][c:21]([CH2:24][n:25]3[c:26](=[O:47])[n:27](-[c:34]4[c:35]([C:43]([F:44])([F:45])[F:46])[cH:36][c:37]([NH2:40])[cH:38][cH:39]4)[n:28][c:29]3[CH2:30][CH2:31][CH2:32][CH3:33])[cH:22][cH:23]2)[cH:14][cH:15][cH:16][cH:17]1. Reactants: [Cl-].[NH4+] (ammonium chloride), C(C)(C)(C)OC(=O)N1CCC(CC1)=O (4-oxo-piperidine-1-carboxylic acid tert-butyl ester), BrC1=C(C=C(C=C1)F)F (1-Bromo-2,4-difluoro-benzene). Solvent: C1CCOC1 (THF), C1CCOC1 (THF), C1CCOC1 (THF). Conditions: temperature 0 celsius, time 0.5 hour. Yields the product C(C)(C)(C)OC(=O)N1CCC(CC1)(O)C1=C(C=C(C=C1)F)F (4-(2,4-Difluoro-phenyl)-4-hydroxy-piperidine-1-carboxylic acid tert-butyl ester). Isolated yield 89.4%. As a reaction SMILES: Br[C:2]1[CH:7]=[CH:6][C:5]([F:8])=[CH:4][C:3]=1[F:9].[C:10]([O:14][C:15]([N:17]1[CH2:22][CH2:21][C:20](=[O:23])[CH2:19][CH2:18]1)=[O:16])([CH3:13])([CH3:12])[CH3:11].[Cl-].[NH4+]>C1COCC1>[C:10]([O:14][C:15]([N:17]1[CH2:22][CH2:21][C:20]([C:2]2[CH:7]=[CH:6][C:5]([F:8])=[CH:4][C:3]=2[F:9])([OH:23])[CH2:19][CH2:18]1)=[O:16])([CH3:13])([CH3:11])[CH3:12] |f:2.3|. Reported procedure: 1-Bromo-2,4-difluoro-benzene (0.67 g, 3.5 mmol) was dissolved in THF (5 mL) and cooled to 0° C. Isopropylmagnesium chloride lithium chloride complex in THF (1.3 M, 2.5 mL, 3.2 mmol) was added. The mixture was stirred for 0.5 hours then added dropwise to a solution of 4-oxo-piperidine-1-carboxylic acid tert-butyl ester (0.5 g, 2.5 mmol) in THF (10 mL) that had been cooled to −78° C. The mixture was allowed to warm to room temperature then cooled to −78° C. and a solution of saturated aqueous ammo... Run in CO (methanol). Isolated yield 70.5%. Product: COC=1C=C(OCC(=O)N2CCN(CC2)CC2=CC=C(C=C2)C#N)C=C(C1OC)OC (1-((3,4,5-trimethoxyphenoxy)methyl)carbonyl-4-(4-cyanobenzyl)piperazine). Procedure details: To a solution of 1-((3,4,5-trimethoxyphenoxy)methyl)carbonylpiperazine (0.22 g, 0.70 mmol) in a 1% acetic acid in methanol (6 mL) was added 4-cyanobenzaldehyde (0.33 g, 2.5 mmol) and sodium cyanoborohydride (0.093 g, 1.4 mmol). The resultant mixture was stirred at ambient temperature for 1.5 hours and the mixture was then concentrated of volatiles in vacuo. Residue was taken up in ethyl acetate and washed with saturated aqueous NaHCO3 solution, water, and then brine. The organic layer was separa... RXN SMILES: [CH3:1][O:2][C:3]1[CH:4]=[C:5]([CH:16]=[C:17]([O:21][CH3:22])[C:18]=1[O:19][CH3:20])[O:6][CH2:7][C:8]([N:10]1[CH2:15][CH2:14][NH:13][CH2:12][CH2:11]1)=[O:9].C(O)(=O)C.[C:27]([C:29]1[CH:36]=[CH:35][C:32]([CH:33]=O)=[CH:31][CH:30]=1)#[N:28].C([BH3-])#N.[Na+]>CO>[CH3:22][O:21][C:17]1[CH:16]=[C:5]([CH:4]=[C:3]([O:2][CH3:1])[C:18]=1[O:19][CH3:20])[O:6][CH2:7][C:8]([N:10]1[CH2:11][CH2:12][N:13]([CH2:33][C:32]2[CH:35]=[CH:36][C:29]([C:27]#[N:28])=[CH:30][CH:31]=2)[CH2:14][CH2:15]1)=[O:9] |f:3.4|. Starting materials: COC=1C=C(OCC(=O)N2CCNCC2)C=C(C1OC)OC (1-((3,4,5-trimethoxyphenoxy)methyl)carbonylpiperazine), C(C)(=O)O (acetic acid), C(#N)C1=CC=C(C=O)C=C1 (4-cyanobenzaldehyde), C(#N)[BH3-].[Na+] (sodium cyanoborohydride), resultant mixture. Starting materials: CN(C)c1ncc(-c2cccc(Nc3ccc(-n4cccc4)cc3[N+](=O)[O-])c2)cn1, CCO, [H][H], [Pd]. Yields the product CN(C)c1ncc(-c2cccc(Nc3ccc(-n4cccc4)cc3N)c2)cn1. RXN SMILES: [CH3:1][N:2]([c:3]1[n:4][cH:5][c:6](-[c:9]2[cH:10][c:11]([NH:15][c:16]3[c:17]([N+:27]([O-:28])=[O:29])[cH:18][c:19](-[n:22]4[cH:23][cH:24][cH:25][cH:26]4)[cH:20][cH:21]3)[cH:12][cH:13][cH:14]2)[cH:7][n:8]1)[CH3:30].[CH3:34][CH2:35][OH:36].[H:31][H:32].[Pd:33]>>[CH3:1][N:2]([c:3]1[n:4][cH:5][c:6](-[c:9]2[cH:10][c:11]([NH:15][c:16]3[c:17]([NH2:27])[cH:18][c:19](-[n:22]4[cH:23][cH:24][cH:25][cH:26]4)[cH:20][cH:21]3)[cH:12][cH:13][cH:14]2)[cH:7][n:8]1)[CH3:30]. Starting materials: [OH-].[K+] (potassium hydroxide), COC=1C=C(N)C=C(C1OC)OC (3,4,5-trimethoxyaniline), Cl.ClCCNCCCl (bis-(2-chloroethyl)amine hydrochloride), C([O-])([O-])=O.[K+].[K+] (potassium carbonate). The solvent is COCCOCCOC (diglyme), O (water). The product is COC=1C=C(C=C(C1OC)OC)N1CCNCC1 (1-(3,4,5-Trimethoxyphenyl)piperazine). The yield is 14.5%. As a reaction SMILES: [CH3:1][O:2][C:3]1[CH:4]=[C:5]([CH:7]=[C:8]([O:12][CH3:13])[C:9]=1[O:10][CH3:11])[NH2:6].Cl.Cl[CH2:16][CH2:17][NH:18][CH2:19][CH2:20]Cl.C(=O)([O-])[O-].[K+].[K+].[OH-].[K+]>O.COCCOCCOC>[CH3:13][O:12][C:8]1[CH:7]=[C:5]([N:6]2[CH2:20][CH2:19][NH:18][CH2:17][CH2:16]2)[CH:4]=[C:3]([O:2][CH3:1])[C:9]=1[O:10][CH3:11] |f:1.2,3.4.5,6.7|. Procedure details: 11.9 g of 3,4,5-trimethoxyaniline, 11.6 g of bis-(2-chloroethyl)amine hydrochloride, 9 g of anhydrous potassium carbonate, and 48 ml of diglyme were mixed and refluxed under heating for 28 hours. The reaction mixture was cooled, and was added into 100 ml of water. A concentrated aqueous potassium hydroxide solution was added to the aqueous mixture until the mixture had pH 12. The aqueous solution was then extracted with ethyl acetate. The ethyl acetate portion was washed with water, dried over a...